From a dataset of the Open Reaction Database (ORD), a public repository of structured organic reaction records. describe an organic reaction: reactants, conditions, products, and yield Starting materials: S1C=NC(=C1)C(=O)Cl (thiazole-4-carbonyl chloride), NC1=NC(=NC2=CC(=C(C=C12)OC)OC)N1CCNCC1 (4-amino-6,7-dimethoxy-2-(1-piperazinyl)quinazoline). The product is Cl.NC1=NC(=NC2=CC(=C(C=C12)OC)OC)N1CCN(CC1)C(=O)C=1N=CSC1 (4-Amino-6,7-dimethoxy-2-[4-(thiazole-4-carbonyl)-piperazin-1-yl]quinazoline Hydrochloride). As a reaction SMILES: [S:1]1[CH:5]=[C:4]([C:6]([Cl:8])=[O:7])[N:3]=[CH:2]1.[NH2:9][C:10]1[C:19]2[C:14](=[CH:15][C:16]([O:22][CH3:23])=[C:17]([O:20][CH3:21])[CH:18]=2)[N:13]=[C:12]([N:24]2[CH2:29][CH2:28][NH:27][CH2:26][CH2:25]2)[N:11]=1>>[ClH:8].[NH2:9][C:10]1[C:19]2[C:14](=[CH:15][C:16]([O:22][CH3:23])=[C:17]([O:20][CH3:21])[CH:18]=2)[N:13]=[C:12]([N:24]2[CH2:29][CH2:28][N:27]([C:6]([C:4]3[N:3]=[CH:2][S:1][CH:5]=3)=[O:7])[CH2:26][CH2:25]2)[N:11]=1 |f:2.3|. Reported procedure: The title compound was prepared from thiazole-4-carbonyl chloride (1.02 g.) and 4-amino-6,7-dimethoxy-2-(1-piperazinyl)quinazoline (2.00 g.) following previously described procedures. The product had a m.p. of 274°-277° C. with decomposition. Starting materials: CS(C)=O, C[S+](C)(C)=O, O=C(C=Cc1cccc(O)c1)C1CC1, [I-], [Na+], [OH-]. The product is O=C(C1CC1)C1CC1c1cccc(O)c1. RXN SMILES: [CH3:23][S:24]([CH3:25])=[O:26].[CH3:4][S+:5]([CH3:6])([CH3:7])=[O:8].[CH:9]1([C:12]([CH:13]=[CH:14][c:15]2[cH:16][c:17]([OH:21])[cH:18][cH:19][cH:20]2)=[O:22])[CH2:10][CH2:11]1.[I-:3].[Na+:2].[OH-:1]>>[CH2:4]1[CH:13]([C:12]([CH:9]2[CH2:10][CH2:11]2)=[O:22])[CH:14]1[c:15]1[cH:16][c:17]([OH:21])[cH:18][cH:19][cH:20]1. The reactants are CCOc1cc(F)c(CC)cc1[N+](=O)[O-], CS(=O)(=O)CCC1CCNCC1, CS(C)=O, [K+], [K+], O=C([O-])[O-], O. The product is CCOc1cc(N2CCC(CCS(C)(=O)=O)CC2)c(CC)cc1[N+](=O)[O-]. As a reaction SMILES: [CH2:1]([CH3:2])[c:3]1[c:4]([F:15])[cH:5][c:6]([O:12][CH2:13][CH3:14])[c:7]([N+:9](=[O:10])[O-:11])[cH:8]1.[CH3:16][S:17](=[O:18])(=[O:19])[CH2:20][CH2:21][CH:22]1[CH2:23][CH2:24][NH:25][CH2:26][CH2:27]1.[CH3:34][S:35]([CH3:36])=[O:37].[K+:28].[K+:29].[O-:30][C:31]([O-:32])=[O:33].[OH2:38]>>[CH2:1]([CH3:2])[c:3]1[c:4]([N:25]2[CH2:24][CH2:23][CH:22]([CH2:21][CH2:20][S:17]([CH3:16])(=[O:18])=[O:19])[CH2:27][CH2:26]2)[cH:5][c:6]([O:12][CH2:13][CH3:14])[c:7]([N+:9](=[O:10])[O-:11])[cH:8]1. The reactants are C1(CC1)C(=O)NC=1N=C2N(C=C(C=C2)OC=2C=C(C=CC2)NC(=O)C2=CC(=NN2C)C)C1 (N-[3-({2-[(cyclopropylcarbonyl)amino]imidazo[1,2-a]pyridin-6-yl}oxy)phenyl]-1,3-dimethyl-1H-pyrazole-5-carboxamide), O.C1(=CC=C(C=C1)S(=O)(=O)O)C (p-toluenesulfonic acid monohydrate). Solvent: C(C)O (ethanol), C(C)(=O)OCC (ethyl acetate). Reaction conditions: temperature 0 celsius, time 2 day. The product is C1(=CC=C(C=C1)S(=O)(=O)O)C.C1(CC1)C(=O)NC=1N=C2N(C=C(C=C2)OC=2C=C(C=CC2)NC(=O)C2=CC(=NN2C)C)C1 (N-[3-({2-[(cyclopropylcarbonyl)amino]imidazo[1,2-a]pyridin-6-yl}oxy)phenyl]-1,3-dimethyl-1H-pyrazole-5-carboxamide p-toluenesulfonate). The yield is 67.2%. RXN SMILES: [CH:1]1([C:4]([NH:6][C:7]2[N:8]=[C:9]3[CH:14]=[CH:13][C:12]([O:15][C:16]4[CH:17]=[C:18]([NH:22][C:23]([C:25]5[N:29]([CH3:30])[N:28]=[C:27]([CH3:31])[CH:26]=5)=[O:24])[CH:19]=[CH:20][CH:21]=4)=[CH:11][N:10]3[CH:32]=2)=[O:5])[CH2:3][CH2:2]1.O.[C:34]1([CH3:44])[CH:39]=[CH:38][C:37]([S:40]([OH:43])(=[O:42])=[O:41])=[CH:36][CH:35]=1>C(O)C.C(OCC)(=O)C>[C:34]1([CH3:44])[CH:35]=[CH:36][C:37]([S:40]([OH:43])(=[O:41])=[O:42])=[CH:38][CH:39]=1.[CH:1]1([C:4]([NH:6][C:7]2[N:8]=[C:9]3[CH:14]=[CH:13][C:12]([O:15][C:16]4[CH:17]=[C:18]([NH:22][C:23]([C:25]5[N:29]([CH3:30])[N:28]=[C:27]([CH3:31])[CH:26]=5)=[O:24])[CH:19]=[CH:20][CH:21]=4)=[CH:11][N:10]3[CH:32]=2)=[O:5])[CH2:3][CH2:2]1 |f:1.2,5.6|. Procedure: To a solution of N-[3-({2-[(cyclopropylcarbonyl)amino]imidazo[1,2-a]pyridin-6-yl}oxy)phenyl]-1,3-dimethyl-1H-pyrazole-5-carboxamide (204 mg, 0.474 mmol) in ethanol (8 mL) was added a solution of p-toluenesulfonic acid monohydrate (94.7 mg, 0.498 mmol) in ethyl acetate (1.10 mL), and the mixture was stirred at 0° C. for 2 hr and at room temperature for 2 days. The precipitated solid was collected by filtration and washed with ethanol to give the title compound (192 mg, 67%) as a white solid. Starting materials: ClC1=CC=C(CN2CCNCC2)C=C1 (1-(4-chlorobenzyl)piperazine), [OH-].[K+] (potassium hydroxide), BrCCCCl (1-bromo-3-chloropropane). Solvent: CS(=O)C (dimethyl sulfoxide). The product is Cl.Cl.ClC1=CC=C(CN2CCN(CC2)CCCCl)C=C1 (1-(4-chlorobenzyl)-4-(3-chloropropyl)piperazine dihydrochloride). Yield: 74.0%. RXN SMILES: [Cl:1][C:2]1[CH:14]=[CH:13][C:5]([CH2:6][N:7]2[CH2:12][CH2:11][NH:10][CH2:9][CH2:8]2)=[CH:4][CH:3]=1.[OH-].[K+].Br[CH2:18][CH2:19][CH2:20][Cl:21]>CS(C)=O>[ClH:1].[ClH:21].[Cl:1][C:2]1[CH:14]=[CH:13][C:5]([CH2:6][N:7]2[CH2:12][CH2:11][N:10]([CH2:18][CH2:19][CH2:20][Cl:21])[CH2:9][CH2:8]2)=[CH:4][CH:3]=1 |f:1.2,5.6.7|. Procedure details: Utilizing the procedure described in Example 1(a), 20.0 g of 1-(4-chlorobenzyl)piperazine, 100 ml of dimethyl sulfoxide, 15.0 g of potassium hydroxide and 15.0 of 1-bromo-3-chloropropane yielded 25.1 g (74% of theory) of 1-(4-chlorobenzyl)-4-(3-chloropropyl)piperazine dihydrochloride as a white crystalline solid. The reactants are CCOC(=O)CC(Cc1cccc(OC)c1OC)c1ccccc1, CO, [Na+], [OH-]. Product: COc1cccc(CC(CC(=O)O)c2ccccc2)c1OC. RXN SMILES: [CH3:1][O:2][c:3]1[c:4]([CH2:11][CH:12]([CH2:13][C:14](=[O:15])[O:16][CH2:17][CH3:18])[c:19]2[cH:20][cH:21][cH:22][cH:23][cH:24]2)[cH:5][cH:6][cH:7][c:8]1[O:9][CH3:10].[CH3:27][OH:28].[Na+:26].[OH-:25]>>[CH3:1][O:2][c:3]1[c:4]([CH2:11][CH:12]([CH2:13][C:14](=[O:15])[OH:16])[c:19]2[cH:20][cH:21][cH:22][cH:23][cH:24]2)[cH:5][cH:6][cH:7][c:8]1[O:9][CH3:10]. Yields the product NC=1C=C(C=CC1Cl)C(C1(CC1)C(=O)OC(C)(C)C)OC ((+/−)-tert-Butyl 1-[(3-amino-4-chlorophenyl)(methoxy)methyl]cyclopropanecarboxylate). The solvent is C(C)(=O)OCC (ethyl acetate). Reactants: C(C1=CC=CC=C1)NC=1C=C(C=CC1Cl)C(C1(CC1)C(=O)OC(C)(C)C)OC ((+/−)-tert-butyl 1-{[3-(benzylamino)-4-chlorophenyl](methoxy)methyl}-cyclopropanecarboxylate). RXN SMILES: C([NH:8][C:9]1[CH:10]=[C:11]([CH:16]([O:27][CH3:28])[C:17]2([C:20]([O:22][C:23]([CH3:26])([CH3:25])[CH3:24])=[O:21])[CH2:19][CH2:18]2)[CH:12]=[CH:13][C:14]=1[Cl:15])C1C=CC=CC=1>C(OCC)(=O)C.[Pd]>[NH2:8][C:9]1[CH:10]=[C:11]([CH:16]([O:27][CH3:28])[C:17]2([C:20]([O:22][C:23]([CH3:24])([CH3:25])[CH3:26])=[O:21])[CH2:18][CH2:19]2)[CH:12]=[CH:13][C:14]=1[Cl:15]. Procedure details: 6.20 g (15.4 mmol) of (+/−)-tert-butyl 1-{[3-(benzylamino)-4-chlorophenyl](methoxy)methyl}-cyclopropanecarboxylate were dissolved in 300 ml of ethyl acetate and inertized with argon, and 350 mg of palladium (10% on carbon) were added. At RT, the reaction mixture was stirred for a total of 24 h under an atmosphere of hydrogen at atmospheric pressure. The reaction mixture was then filtered through Celite, the residue was washed thoroughly with ethyl acetate and the combined filtrate was concentrat... Conditions: time 24 hour. The reagents and catalysts are [Pd] (palladium).